Dataset: the Open Reaction Database (ORD), a public repository of structured organic reaction records. Task: describe an organic reaction: reactants, conditions, products, and yield Reactants: C=C1CCC(CNC(=O)c2ccccc2OC)(c2ccccc2)CC1, C1CCOC1, B1C2CCCC1CCC2, ClCCl, [Na+], [OH-], OO. Yields the product COc1ccccc1C(=O)NCC1(c2ccccc2)CCC(CO)CC1. As a reaction SMILES: [CH2:1]=[C:2]1[CH2:3][CH2:4][C:5]([CH2:8][NH:9][C:10](=[O:11])[c:12]2[c:13]([O:18][CH3:19])[cH:14][cH:15][cH:16][cH:17]2)([c:20]2[cH:21][cH:22][cH:23][cH:24][cH:25]2)[CH2:6][CH2:7]1.[CH2:39]1[O:40][CH2:41][CH2:42][CH2:43]1.[CH:26]12[CH2:27][CH2:28][CH2:29][CH:30]([BH:31]1)[CH2:32][CH2:33][CH2:34]2.[Cl:44][CH2:45][Cl:46].[Na+:36].[OH-:35].[OH:37][OH:38]>>[CH2:1]([CH:2]1[CH2:3][CH2:4][C:5]([CH2:8][NH:9][C:10](=[O:11])[c:12]2[c:13]([O:18][CH3:19])[cH:14][cH:15][cH:16][cH:17]2)([c:20]2[cH:21][cH:22][cH:23][cH:24][cH:25]2)[CH2:6][CH2:7]1)[OH:35]. Reactants: COC=1C=CC=C2CCC(CC12)NCCC (N-(8-methoxytetralin-2-yl)-N-propylamine), [C-]1(C=CC=C1)CC(=O)O.[CH-]1C=CC=C1.[Fe+2] (ferrocenylacetic acid). Solvent: CCCCCC.C(C)(=O)OCC (hexane ethyl acetate). Yields the product crude product, COC=1C=CC=C2CCC(CC12)N(C(C[C-]1C=CC=C1)=O)CCC.[CH-]1C=CC=C1.[Fe+2] (N-(8-methoxytetralin-2-yl)-N-propyl-2-ferrocenylacetamide). As a reaction SMILES: [CH3:1][O:2][C:3]1[CH:4]=[CH:5][CH:6]=[C:7]2[C:12]=1[CH2:11][CH:10]([NH:13][CH2:14][CH2:15][CH3:16])[CH2:9][CH2:8]2.[C-:17]1([CH2:22][C:23]([OH:25])=O)[CH:21]=[CH:20][CH:19]=[CH:18]1.[CH-:26]1[CH:30]=[CH:29][CH:28]=[CH:27]1.[Fe+2:31]>CCCCCC.C(OCC)(=O)C>[CH3:1][O:2][C:3]1[CH:4]=[CH:5][CH:6]=[C:7]2[C:12]=1[CH2:11][CH:10]([N:13]([CH2:14][CH2:15][CH3:16])[C:23](=[O:25])[CH2:22][C-:17]1[CH:18]=[CH:19][CH:20]=[CH:21]1)[CH2:9][CH2:8]2.[CH-:26]1[CH:30]=[CH:29][CH:28]=[CH:27]1.[Fe+2:31] |f:1.2.3,4.5,6.7.8|. Reported procedure: Synthesis worked according to the preparation of A4-4 when using 360 mg (1.6 mmol) N-(8-methoxytetralin-2-yl)-N-propylamine (A2-1: R═OMe) and 240 mg (0.99 mmol) ferrocenylacetic acid (A3-7: W═OH, Cy=ferrocenyl). Flash chromatography of the residue on silica gel with a mixture of hexane/ethyl acetate 10/1 gave the crude product N-(8-methoxytetralin-2-yl)-N-propyl-2-ferrocenylacetamide. The reactants are O=C([O-])c1ccccc1C(=O)O[O-], O=C([O-])c1ccccc1C(=O)O[O-], CO, ClCCl, CCOc1cc(-c2ccc(-c3cc(C(F)(F)F)c(C#N)c(=O)n3Cc3ccc(F)cc3F)s2)nc(SC)n1, [Mg+2], [Mg+2], O, O, O, O, O, O, O. Yields the product CCOc1cc(-c2ccc(-c3cc(C(F)(F)F)c(C#N)c(=O)n3Cc3ccc(F)cc3F)s2)nc(S(C)(=O)=O)n1. RXN SMILES: [C:45]([O:46][O-:47])(=[O:48])[c:49]1[c:50]([C:55]([O-:56])=[O:57])[cH:51][cH:52][cH:53][cH:54]1.[C:60]([O:61][O-:62])(=[O:63])[c:64]1[c:65]([C:70]([O-:71])=[O:72])[cH:66][cH:67][cH:68][cH:69]1.[CH3:77][OH:78].[Cl:74][CH2:75][Cl:76].[F:1][c:2]1[c:3]([CH2:4][n:5]2[c:6](=[O:33])[c:7]([C:31]#[N:32])[c:8]([C:27]([F:28])([F:29])[F:30])[cH:9][c:10]2-[c:11]2[s:12][c:13](-[c:16]3[n:17][c:18]([S:25][CH3:26])[n:19][c:20]([O:22][CH2:23][CH3:24])[cH:21]3)[cH:14][cH:15]2)[cH:34][cH:35][c:36]([F:38])[cH:37]1.[Mg+2:58].[Mg+2:73].[OH2:39].[OH2:40].[OH2:41].[OH2:42].[OH2:43].[OH2:44].[OH2:59]>>[F:1][c:2]1[c:3]([CH2:4][n:5]2[c:6](=[O:33])[c:7]([C:31]#[N:32])[c:8]([C:27]([F:28])([F:29])[F:30])[cH:9][c:10]2-[c:11]2[s:12][c:13](-[c:16]3[n:17][c:18]([S:25]([CH3:26])(=[O:39])=[O:40])[n:19][c:20]([O:22][CH2:23][CH3:24])[cH:21]3)[cH:14][cH:15]2)[cH:34][cH:35][c:36]([F:38])[cH:37]1. The reactants are ClCC1=CC=C(C=C1)C=1C(=C(C=CC1)COC1CN(C1)C(=O)NC(C)(C)C)C(F)(F)F (3-[4-(chloromethyl)phenyl-2-(trifluoromethyl)phenyl]methoxy-N-(tert-butyl)azetidine-1-carboxamide), C1(CC1)CN (cyclopropylmethylamine). Yields the product C1(CC1)CNCC1=CC=C(C=C1)C=1C(=C(C=CC1)COC1CN(C1)C(=O)NC(C)(C)C)C(F)(F)F (3-[4-(cyclopropylmethylaminomethyl)phenyl-2-(trifluoromethyl)phenyl]methoxy-N-(tert-butyl)azetidine-1-carboxamide). Isolated yield 98.0%. Reaction SMILES: Cl[CH2:2][C:3]1[CH:8]=[CH:7][C:6]([C:9]2[C:10]([C:28]([F:31])([F:30])[F:29])=[C:11]([CH2:15][O:16][CH:17]3[CH2:20][N:19]([C:21]([NH:23][C:24]([CH3:27])([CH3:26])[CH3:25])=[O:22])[CH2:18]3)[CH:12]=[CH:13][CH:14]=2)=[CH:5][CH:4]=1.[CH:32]1([CH2:35][NH2:36])[CH2:34][CH2:33]1>>[CH:32]1([CH2:35][NH:36][CH2:2][C:3]2[CH:8]=[CH:7][C:6]([C:9]3[C:10]([C:28]([F:31])([F:30])[F:29])=[C:11]([CH2:15][O:16][CH:17]4[CH2:20][N:19]([C:21]([NH:23][C:24]([CH3:27])([CH3:26])[CH3:25])=[O:22])[CH2:18]4)[CH:12]=[CH:13][CH:14]=3)=[CH:5][CH:4]=2)[CH2:34][CH2:33]1. Procedure: The benzyl chloride (195) (34 mg, 0.075 mmol) and cyclopropylmethylamine (1 mL, 12 mmol) were heated to 50° C. for 18 h. The reaction mixture was cooled, excess amine was removed under reduced pressure and the residue partitioned between ethyl acetate and sodium hydroxide (1M). The organic phase was washed with water (2×20 mL) and brine (20 mL), dried (Na2SO4), filtered and the solvent removed under reduced pressure to afford the crude product. Purification by SCX-2 cartridge afforded the title ... Reactants: CC1S[C@H]2N(C(=C1)C(=O)O)C(C2NC(C(C=2N=C(SC2)N)=NOC)=O)=O (2-methyl-7-[2-methoxyimino-2-(2-aminothiazol-4-yl)acetamido]-3-cephem-4-carboxylic acid), CC1S[C@H]2N(C(=C1)C(=O)O)C(C2NC(C(C=2NC(SC2)=N)=NOC)=O)=O (2-methyl-7-[2-methoxyimino-2-(2-imino-2,3-dihydrothiazol-4-yl)acetamido]-3-cephem-4-carboxylic acid), [OH-].[Na+] (sodium hydroxide). The solvent is O (water). Product: CC1S[C@H]2N(C(=C1)C(=O)[O-])C(C2NC(C(C=2N=C(SC2)N)=NOC)=O)=O.[Na+] (sodium 2-methyl-7-[2-methoxyimino-2-(2-aminothiazol-4-yl)acetamido]-3-cephem-4-carboxylate). As a reaction SMILES: [CH3:1][CH:2]1[CH:7]=[C:6]([C:8]([OH:10])=[O:9])[N:5]2[C:11](=[O:26])[CH:12]([NH:13][C:14](=[O:25])[C:15](=[N:22][O:23][CH3:24])[C:16]3[N:17]=[C:18]([NH2:21])[S:19][CH:20]=3)[C@H:4]2[S:3]1.[OH-].[Na+:28]>O>[CH3:1][CH:2]1[CH:7]=[C:6]([C:8]([O-:10])=[O:9])[N:5]2[C:11](=[O:26])[CH:12]([NH:13][C:14](=[O:25])[C:15](=[N:22][O:23][CH3:24])[C:16]3[N:17]=[C:18]([NH2:21])[S:19][CH:20]=3)[C@H:4]2[S:3]1.[Na+:28] |f:1.2,4.5|. Procedure: To a suspension of 2-methyl-7-[2-methoxyimino-2-(2-aminothiazol-4-yl)acetamido]-3-cephem-4-carboxylic acid (syn isomer), which can be represented as 2-methyl-7-[2-methoxyimino-2-(2-imino-2,3-dihydrothiazol-4-yl)acetamido]-3-cephem-4-carboxylic acid (syn isomer), (4.8 g.) in water (48 ml.) was added dropwise 1 N aqueous sodium hydroxide solution at the rate that the pH value of the mixture was not more than 7. The mixture was filtered and then lyophilized to give sodium 2-methyl-7-[2-methoxyimino... The reactants are COC1=C(C=CC(=C1)C)O (2-methoxy-4-methylphenol), [H-].[Na+] (sodium hydride), Cl (HCl), BrCCBr (1,2-dibromoethane). The solvent is CN(C)C=O (DMF). Run at temperature 50 celsius, time 1 hour. Product: BrCCOC1=C(C=C(C=C1)C)OC (1-(2-bromo-ethoxy)-2-methoxy-4-methyl-benzene). Isolated yield 25.9%. Reaction SMILES: [CH3:1][O:2][C:3]1[CH:8]=[C:7]([CH3:9])[CH:6]=[CH:5][C:4]=1[OH:10].[H-].[Na+].[Br:13][CH2:14][CH2:15]Br.Cl>CN(C=O)C>[Br:13][CH2:14][CH2:15][O:10][C:4]1[CH:5]=[CH:6][C:7]([CH3:9])=[CH:8][C:3]=1[O:2][CH3:1] |f:1.2|. Reported procedure: To a solution of 2-methoxy-4-methylphenol (1000 mg, 7.24 mmol) in DMF (40 mL) at rt was added sodium hydride (60% dispersion in mineral oil, 579 mg, 14.48 mmol). The reaction mixture was stirred for 1 h, then 1,2-dibromoethane (6.80 g, 136.18 mmol) was added. The resulting solution was heated at 50° C. for 24 h, then cooled to rt. The solution was treated with 2N HCl and extracted with EtOAc. The combined extracts were dried over MgSO4, filtered, and concentrated under reduced pressure. The crud...